Task: describe an organic reaction: reactants, conditions, products, and yield. Dataset: the Open Reaction Database (ORD), a public repository of structured organic reaction records Reactants: BrBr (bromine), FC1=C(C(=CC(=C1)C(F)(F)F)F)N1C=NC(=CC1=O)C(F)(F)F (1-(2,6-Difluoro-4-trifluoromethylphenyl)-4-trifluoromethylpyrimidin-6-one), C(C)(=O)[O-].[Na+] (sodium acetate). Solvent: C(C)(=O)O (acetic acid), C(C)(=O)O (acetic acid). Run at time 16 hour. The product is FC1=C(C(=CC(=C1)C(F)(F)F)F)N1C=NC(=C(C1=O)Br)C(F)(F)F (1-(2,6-difluoro-4-trifluoromethylphenyl)-5-bromo-4-trifluoromethylpyrimidin-6-one). RXN SMILES: [Br:1]Br.[F:3][C:4]1[CH:9]=[C:8]([C:10]([F:13])([F:12])[F:11])[CH:7]=[C:6]([F:14])[C:5]=1[N:15]1[C:20](=[O:21])[CH:19]=[C:18]([C:22]([F:25])([F:24])[F:23])[N:17]=[CH:16]1.C([O-])(=O)C.[Na+]>C(O)(=O)C>[F:3][C:4]1[CH:9]=[C:8]([C:10]([F:12])([F:11])[F:13])[CH:7]=[C:6]([F:14])[C:5]=1[N:15]1[C:20](=[O:21])[C:19]([Br:1])=[C:18]([C:22]([F:24])([F:25])[F:23])[N:17]=[CH:16]1 |f:2.3|. Reported procedure: A solution of bromine (146 mg) in acetic acid (1 ml) was added dropwise to a solution of compound 11 (in Table I) (285 mg) and sodium acetate (204 mg) in acetic acid (3 ml). After stirring at the ambient temperature for 16 hours, the solvent was removed by evaporation under reduced pressure and the residue dissolved in agueous sodium bicarbonate solution. After extraction with ethyl acetate, the organic layer was washed with agueous sodium thiosulphate solution, dried and filtered, and concentra...